This data is from the Open Reaction Database (ORD), a public repository of structured organic reaction records. The task is: describe an organic reaction: reactants, conditions, products, and yield Starting materials: CC(C)(C)N=C=S, CCO, ClCCl, NC(CO)c1cccc([N+](=O)[O-])c1. Product: CC(C)(C)NC(=S)NC(CO)c1cccc([N+](=O)[O-])c1. RXN SMILES: [C:17]([CH3:18])([CH3:19])([CH3:20])[N:21]=[C:22]=[S:23].[CH3:24][CH2:25][OH:26].[Cl:14][CH2:15][Cl:16].[NH2:1][CH:2]([CH2:3][OH:4])[c:5]1[cH:6][c:7]([N+:11](=[O:12])[O-:13])[cH:8][cH:9][cH:10]1>>[NH:1]([CH:2]([CH2:3][OH:4])[c:5]1[cH:6][c:7]([N+:11](=[O:12])[O-:13])[cH:8][cH:9][cH:10]1)[C:22]([NH:21][C:17]([CH3:18])([CH3:19])[CH3:20])=[S:23]. Reactants: ClCCC1CN(C(N2C1=NC1=C2C=CC=C1)=O)C (4-(2-chloroethyl)-3,4-dihydro-2-methylpyrimido[1,6-a]benzimidazol-1(2H)-one), N1CCOCC1 (morpholine). Run at temperature 60 celsius. Product: CN1C(N2C(=NC3=C2C=CC=C3)C(C1)CCN1CCOCC1)=O (3,4-Dihydro-2-methyl-4-[2-(4-morpholinyl)ethyl]pyrimido[1.6-a]benzimidazol-1(2H)-one). RXN SMILES: Cl[CH2:2][CH2:3][CH:4]1[C:9]2=[N:10][C:11]3[CH:16]=[CH:15][CH:14]=[CH:13][C:12]=3[N:8]2[C:7](=[O:17])[N:6]([CH3:18])[CH2:5]1.[NH:19]1[CH2:24][CH2:23][O:22][CH2:21][CH2:20]1>>[CH3:18][N:6]1[CH2:5][CH:4]([CH2:3][CH2:2][N:19]2[CH2:24][CH2:23][O:22][CH2:21][CH2:20]2)[C:9]2=[N:10][C:11]3[CH:16]=[CH:15][CH:14]=[CH:13][C:12]=3[N:8]2[C:7]1=[O:17]. Procedure: To 20 mL of morpholine was added 3.5 g (0.0133 mol) of 4-(2-chloroethyl)-3,4-dihydro-2-methylpyrimido[1,6-a]benzimidazol-1(2H)-one. The reaction mixture was heated in 60° C. for 24 hrs. The excess morpholine was removed by rotary evaporation and finally by high vacuum (0.5 mm Hg ~60° C.). The residue was dissolved in ~100 mL of CH2Cl2 washed with 3×50 ml of 1N NaOH, dried over Na2SO4, filtered, and concentrated by rotary evaporation. The residue was crystallized from isopropyl ether to give 2.7 ... Starting materials: C(C)(C)(C)C=1N=C(C=2C(N1)=NN(N2)CC)N2CC(CC2)(F)F (5-tert-Butyl-7-(3,3-difluoro-pyrrolidin-1-yl)-2-ethyl-2H-[1,2,3]triazolo[4,5-d]pyrimidine), C(C)(C)(C)C=1N=C(C2=C(N1)NN=N2)N2CC(CC2)(F)F (5-tert-butyl-7-(3,3-difluoropyrrolidin-1-yl)-3H-[1,2,3]triazolo[4,5-d]pyrimidine), ClC=1C(=NC=CC1)CCl (3-chloro-2-(chloromethyl)pyridine). Yields the product C(C)(C)(C)C=1N=C(C=2C(N1)=NN(N2)CC2=NC=CC=C2Cl)N2CC(CC2)(F)F (5-tert-Butyl-2-(3-chloro-pyridin-2-ylmethyl)-7-(3,3-difluoro-pyrrolidin-1-yl)-2H-[1,2,3]triazolo[4,5-d]pyrimidine). Reaction SMILES: [C:1]([C:5]1[N:6]=[C:7]([N:16]2[CH2:20][CH2:19][C:18]([F:22])([F:21])[CH2:17]2)[C:8]2[C:9](=[N:11][N:12]([CH2:14][CH3:15])[N:13]=2)[N:10]=1)([CH3:4])([CH3:3])[CH3:2].C(C1N=C(N2CCC(F)(F)C2)C2N=NNC=2N=1)(C)(C)C.[Cl:43][C:44]1C(CCl)=[N:46][CH:47]=[CH:48][CH:49]=1>>[C:1]([C:5]1[N:6]=[C:7]([N:16]2[CH2:20][CH2:19][C:18]([F:21])([F:22])[CH2:17]2)[C:8]2[C:9](=[N:11][N:12]([CH2:14][C:15]3[C:44]([Cl:43])=[CH:49][CH:48]=[CH:47][N:46]=3)[N:13]=2)[N:10]=1)([CH3:2])([CH3:3])[CH3:4]. Procedure: In analogy to the procedure described for the synthesis of 5-tert-butyl-7-(3,3-difluoro-pyrrolidin-1-yl)-2-ethyl-2H-[1,2,3]triazolo[4,5-d]pyrimidine (example 3, step b), the title compound was prepared from 5-tert-butyl-7-(3,3-difluoropyrrolidin-1-yl)-3H-[1,2,3]triazolo[4,5-d]pyrimidine and 3-chloro-2-(chloromethyl)pyridine and isolated as light brown gum. MS (m/e): 408.3 (MH+). Yields the product CC(C)(C)OC(=O)Nc1ccccc1NC(=O)c1ccc(C=CC(=O)c2ccc(N3CCOCC3)cc2)cc1. RXN SMILES: [CH3:41][C:42]([c:43]1[cH:44][cH:45][cH:46][cH:47][cH:48]1)=[O:49].[CH3:52][OH:53].[CH:1](=[O:2])[c:3]1[cH:4][cH:5][c:6]([C:7](=[O:8])[NH:9][c:10]2[c:11]([NH:16][C:17]([O:18][C:19]([CH3:20])([CH3:21])[CH3:22])=[O:23])[cH:12][cH:13][cH:14][cH:15]2)[cH:24][cH:25]1.[Na+:51].[O:26]1[CH2:27][CH2:28][N:29]([c:32]2[cH:33][cH:34][c:35]([C:38]([CH3:39])=[O:40])[cH:36][cH:37]2)[CH2:30][CH2:31]1.[OH-:50]>>[CH:1]([c:3]1[cH:4][cH:5][c:6]([C:7](=[O:8])[NH:9][c:10]2[c:11]([NH:16][C:17]([O:18][C:19]([CH3:20])([CH3:21])[CH3:22])=[O:23])[cH:12][cH:13][cH:14][cH:15]2)[cH:24][cH:25]1)=[CH:39][C:38]([c:35]1[cH:34][cH:33][c:32]([N:29]2[CH2:28][CH2:27][O:26][CH2:31][CH2:30]2)[cH:37][cH:36]1)=[O:40]. Reactants: CC(=O)c1ccccc1, CO, CC(C)(C)OC(=O)Nc1ccccc1NC(=O)c1ccc(C=O)cc1, [Na+], CC(=O)c1ccc(N2CCOCC2)cc1, [OH-]. As a reaction SMILES: [CH3:46][OH:47].[F:1][c:2]1[c:3]2[c:8]([cH:9][c:10]([F:12])[cH:11]1)[O:7][CH2:6][CH2:5][CH:4]2[O:13][c:14]1[cH:15][c:16]([C:34](=[O:35])[N:36]([CH3:37])[CH3:38])[cH:17][c:18]2[n:19]([S:24]([c:25]3[cH:26][cH:27][c:28]([CH3:29])[cH:30][cH:31]3)(=[O:32])=[O:33])[c:20]([CH3:23])[n:21][c:22]12.[Na+:40].[O:41]1[CH2:42][CH2:43][CH2:44][CH2:45]1.[OH-:39]>>[F:1][c:2]1[c:3]2[c:8]([cH:9][c:10]([F:12])[cH:11]1)[O:7][CH2:6][CH2:5][CH:4]2[O:13][c:14]1[cH:15][c:16]([C:34](=[O:35])[N:36]([CH3:37])[CH3:38])[cH:17][c:18]2[nH:19][c:20]([CH3:23])[n:21][c:22]12. The product is Cc1nc2c(OC3CCOc4cc(F)cc(F)c43)cc(C(=O)N(C)C)cc2[nH]1. The reactants are CO, Cc1ccc(S(=O)(=O)n2c(C)nc3c(OC4CCOc5cc(F)cc(F)c54)cc(C(=O)N(C)C)cc32)cc1, [Na+], C1CCOC1, [OH-]. The reagents and catalysts are C=1C=CC(=CC1)/C=C/C(=O)/C=C/C2=CC=CC=C2.C=1C=CC(=CC1)/C=C/C(=O)/C=C/C2=CC=CC=C2.C=1C=CC(=CC1)/C=C/C(=O)/C=C/C2=CC=CC=C2.[Pd].[Pd] (tris(dibenzylideneacetone)-dipalladium (0)), C1(=CC=CC=C1)P([C-]1C=CC=C1)C1=CC=CC=C1.[C-]1(C=CC=C1)P(C1=CC=CC=C1)C1=CC=CC=C1.[Fe+2] (1,1′-bis(diphenylphosphino)ferrocene). Run in C1CCOC1 (THF), C1CCOC1 (THF). Procedure: To a 250 mL round bottom flask were added (R)-4-benzyl-3-((2R,3R,4S)-4-(benzyloxy)-3-hydroxy-2-(4-methylbenzyl)pentanoyl)oxazolidin-2-one (11.2 g, 23 mmol) and anhydrous THF (145 mL). The solution was sparged with N2 for 5 min and then tris(dibenzylideneacetone)-dipalladium (0) (Pd2(dba)3; 2.10 g, 2.3 mmol) and 1,1′-bis(diphenylphosphino)ferrocene (dppf; 2.55 g, 4.59 mmol) were added, and the resulting dark solution was sparged with N2 for an additional 5 minutes. The reaction mixture was warmed... Yield: 75.1%. Run at temperature 55 celsius, time 1 hour. RXN SMILES: [CH2:1]([C@@H:8]1[CH2:12][O:11][C:10](=[O:13])[N:9]1[C:14](=[O:36])[C@H:15]([CH2:28][C:29]1[CH:34]=[CH:33][C:32]([CH3:35])=[CH:31][CH:30]=1)[C@@H:16]([OH:27])[C@@H:17]([O:19][CH2:20][C:21]1[CH:26]=[CH:25][CH:24]=[CH:23][CH:22]=1)[CH3:18])[C:2]1[CH:7]=[CH:6][CH:5]=[CH:4][CH:3]=1.C(=O)([O-])O[CH2:39][C:40]([CH3:46])=[CH:41]C(C)(C)C>C1COCC1.C1C=CC(/C=C/C(/C=C/C2C=CC=CC=2)=O)=CC=1.C1C=CC(/C=C/C(/C=C/C2C=CC=CC=2)=O)=CC=1.C1C=CC(/C=C/C(/C=C/C2C=CC=CC=2)=O)=CC=1.[Pd].[Pd].C1(P(C2C=CC=CC=2)[C-]2C=CC=C2)C=CC=CC=1.[C-]1(P(C2C=CC=CC=2)C2C=CC=CC=2)C=CC=C1.[Fe+2]>[CH2:1]([C@@H:8]1[CH2:12][O:11][C:10](=[O:13])[N:9]1[C:14](=[O:36])[C@H:15]([CH2:28][C:29]1[CH:30]=[CH:31][C:32]([CH3:35])=[CH:33][CH:34]=1)[C@@H:16]([O:27][CH2:41][C:40]([CH3:46])=[CH2:39])[C@@H:17]([O:19][CH2:20][C:21]1[CH:22]=[CH:23][CH:24]=[CH:25][CH:26]=1)[CH3:18])[C:2]1[CH:7]=[CH:6][CH:5]=[CH:4][CH:3]=1 |f:3.4.5.6.7,8.9.10|. Starting materials: C(C1=CC=CC=C1)[C@H]1N(C(OC1)=O)C([C@@H]([C@H]([C@H](C)OCC1=CC=CC=C1)O)CC1=CC=C(C=C1)C)=O ((R)-4-benzyl-3-((2R,3R,4S)-4-(benzyloxy)-3-hydroxy-2-(4-methylbenzyl)pentanoyl)oxazolidin-2-one), C(OCC(=CC(C)(C)C)C)([O-])=O (tert-butyl(2-methylallyl) carbonate). The product is C(C1=CC=CC=C1)[C@H]1N(C(OC1)=O)C([C@@H]([C@H]([C@H](C)OCC1=CC=CC=C1)OCC(=C)C)CC1=CC=C(C=C1)C)=O ((R)-4-benzyl-3-((2R,3R,4S)-4-(benzyloxy)-3-((2-methylallyl)oxy)-2-(4-methylbenzyl)pentanoyl)oxazolidin-2-one). Starting materials: [OH-].[K+] (potassium hydroxide), BrC(CCCl)C(=O)C1=CC=C(C=C1)Cl (4-chlorophenyl 1-bromo-3-chloropropyl ketone), CN1CCNCC1 (N-methyl piperazine), C([O-])([O-])=O.[K+].[K+] (potassium carbonate). Run in CO (methanol), CN(C=O)C (dimethylformamide), CN(C=O)C (dimethylformamide). Reaction conditions: time 3 hour. The product is ClC1=CC=C(C(=O)C2(CC2)N2CCN(CC2)C)C=C1 (1-(4-chlorobenzoyl)-1-(4-methylpiperazin-1-yl)-cyclopropane). Isolated yield 50.2%. RXN SMILES: Br[CH:2]([C:6]([C:8]1[CH:13]=[CH:12][C:11]([Cl:14])=[CH:10][CH:9]=1)=[O:7])[CH2:3][CH2:4]Cl.[CH3:15][N:16]1[CH2:21][CH2:20][NH:19][CH2:18][CH2:17]1.C(=O)([O-])[O-].[K+].[K+].[OH-].[K+]>CN(C)C=O.CO>[Cl:14][C:11]1[CH:12]=[CH:13][C:8]([C:6]([C:2]2([N:19]3[CH2:20][CH2:21][N:16]([CH3:15])[CH2:17][CH2:18]3)[CH2:4][CH2:3]2)=[O:7])=[CH:9][CH:10]=1 |f:2.3.4,5.6|. Reported procedure: A solution of 29.6 g (0.1 mol) of 4-chlorophenyl 1-bromo-3-chloropropyl ketone in 30 ml of dimethylformamide is added dropwise to a mixture of 10.4 g of N-methyl piperazine and 14 g of potassium carbonate in 30 ml of dimethylformamide at room temperature. Stirring is continued for 3 hours, after which a solution of 9 g of potassium hydroxide in 30 ml of methanol is added dropwise. The reaction mixture is stirred for a further hour at 50 C. and evaporated down in vacuo. The residue is taken up in... The reactants are CCCCc1nc2c(N)nc3ccccc3c2n1CCCCCl, C[S-], [Na+], CN(C)C=O. The product is CCCCc1nc2c(N)nc3ccccc3c2n1CCCCSC. RXN SMILES: [CH2:1]([CH2:2][CH2:3][CH3:4])[c:5]1[n:6]([CH2:19][CH2:20][CH2:21][CH2:22][Cl:23])[c:7]2[c:8]([c:9]([NH2:17])[n:10][c:11]3[cH:12][cH:13][cH:14][cH:15][c:16]23)[n:18]1.[CH3:24][S-:25].[Na+:26].[O:27]=[CH:28][N:29]([CH3:30])[CH3:31]>>[CH2:1]([CH2:2][CH2:3][CH3:4])[c:5]1[n:6]([CH2:19][CH2:20][CH2:21][CH2:22][S:25][CH3:24])[c:7]2[c:8]([c:9]([NH2:17])[n:10][c:11]3[cH:12][cH:13][cH:14][cH:15][c:16]23)[n:18]1. The reactants are ClC(CSCCNC(=NC)NC#N)C(C)=O (N-{2-(2-chloro-3-oxobutylthio)ethyl}-N'-cyano-N"-methylguanidine), C(C)(=O)[O-].[Na+] (sodium acetate). Solvent: CO (methanol). Run at time 8 hour. Yields the product C(C)(=O)OC(CSCCNC(=NC)NC#N)C(C)=O (N-{2-(2-acetoxy-3-oxobutylthio)ethyl}-N'-cyano-N"-methylguanidine). Isolated yield 81.7%. Reaction SMILES: Cl[CH:2]([C:14](=[O:16])[CH3:15])[CH2:3][S:4][CH2:5][CH2:6][NH:7][C:8]([NH:11][C:12]#[N:13])=[N:9][CH3:10].[C:17]([O-:20])(=[O:19])[CH3:18].[Na+]>CO>[C:17]([O:20][CH:2]([C:14](=[O:16])[CH3:15])[CH2:3][S:4][CH2:5][CH2:6][NH:7][C:8]([NH:11][C:12]#[N:13])=[N:9][CH3:10])(=[O:19])[CH3:18] |f:1.2|. Reported procedure: A 50 ml two-necked flask was charged with 0.64 g of the same N-{2-(2-chloro-3-oxobutylthio)ethyl}-N'-cyano-N"-methylguanidine as used in Example 1, 10 ml of methanol, and 0.31 g of anhydrous sodium acetate, and the mixture was stirred at room temperature for 8 hours. Methanol was evaporated under reduced pressure, and water was added to the residue. The mixture was extracted with ethyl acetate and then dried over anhydrous magnesium sulfate. Ethyl acetate was evaporated under reduced pressure to...